The task is: describe an organic reaction: reactants, conditions, products, and yield. This data is from the Open Reaction Database (ORD), a public repository of structured organic reaction records. Reactants: CC=1N(C=CN1)CCC1CCNCC1 (4-[2-(2-methyl-1H-imidazol-1-yl)ethyl]piperidine), compound, C(CCCCC)(=O)Cl (hexanoyl chloride), CC=1N(C=CN1)CCC1CCNCC1 (4-[2-(2-methyl-1H-imidazol-1-yl)ethyl]piperidine), C(CCCCCCCCCCCCCCCCC)(=O)Cl (stearoyl chloride). The product is O=C(CCCCC)N1CCC(CC1)CCN1C(=NC=C1)CCCCCCCCCCC (1-(1-Oxohexanyl)-4-[2-(2-undecyl-1H-imidazol-1-yl)ethyl]piperidine). RXN SMILES: [CH3:1][C:2]1[N:3]([CH2:7][CH2:8][CH:9]2[CH2:14][CH2:13][NH:12][CH2:11][CH2:10]2)[CH:4]=[CH:5][N:6]=1.C(Cl)(=O)CCCCC[CH2:21][CH2:22][CH2:23][CH2:24][CH2:25][CH2:26][CH2:27][CH2:28][CH2:29][CH2:30]CC.[C:35](Cl)(=[O:41])[CH2:36][CH2:37][CH2:38][CH2:39][CH3:40]>>[O:41]=[C:35]([N:12]1[CH2:13][CH2:14][CH:9]([CH2:8][CH2:7][N:3]2[CH:4]=[CH:5][N:6]=[C:2]2[CH2:1][CH2:30][CH2:29][CH2:28][CH2:27][CH2:26][CH2:25][CH2:24][CH2:23][CH2:22][CH3:21])[CH2:10][CH2:11]1)[CH2:36][CH2:37][CH2:38][CH2:39][CH3:40]. Reported procedure: Following essentially the last step of the procedure for preparing the compound of Example 1, and using in place of 4-[2-(2-methyl-1H-imidazol-1-yl)ethyl]piperidine and stearoyl chloride, approximately equivalent amounts of the compound of Example (5A) and hexanoyl chloride, respectively, the title compound was obtained as a liquid, b.p. 167°-170° C.